Dataset: the Open Reaction Database (ORD), a public repository of structured organic reaction records. Task: describe an organic reaction: reactants, conditions, products, and yield Starting materials: Example 1 ( b ), Br.ClC1=C(C=C(C=C1)C1(N(C(SC1)=NC1=C(C=C(C=C1)C)C)C)O)S(N(C)C)(=O)=O (4-(4-chloro-3-dimethylsulfamoylphenyl)-3-methyl-2-(2,4-dimethylphenyl-imino)thiazolidin-4-ol hydrobromide). Solvent: C(C)(=O)O (acetic acid). Product: Br.ClC1=C(C=C(C=C1)C=1N(C(SC1)=NC1=C(C=C(C=C1)C)C)C)S(N(C)C)(=O)=O (4-(4-Chloro-3-dimethylsulfamoylphenyl)-3-methyl-2-(2,4-dimethylphenyl-imino)-4-thiazoline hydrobromide). RXN SMILES: [BrH:1].[Cl:2][C:3]1[CH:8]=[CH:7][C:6]([C:9]2(O)[CH2:13][S:12][C:11](=[N:14][C:15]3[CH:20]=[CH:19][C:18]([CH3:21])=[CH:17][C:16]=3[CH3:22])[N:10]2[CH3:23])=[CH:5][C:4]=1[S:25](=[O:30])(=[O:29])[N:26]([CH3:28])[CH3:27]>C(O)(=O)C>[BrH:1].[Cl:2][C:3]1[CH:8]=[CH:7][C:6]([C:9]2[N:10]([CH3:23])[C:11](=[N:14][C:15]3[CH:20]=[CH:19][C:18]([CH3:21])=[CH:17][C:16]=3[CH3:22])[S:12][CH:13]=2)=[CH:5][C:4]=1[S:25](=[O:30])(=[O:29])[N:26]([CH3:28])[CH3:27] |f:0.1,3.4|. Procedure details: Obtained by a procedure analogous to that indicated in Example 1 (b), from 4-(4-chloro-3-dimethylsulfamoylphenyl)-3-methyl-2-(2,4-dimethylphenyl-imino)thiazolidin-4-ol hydrobromide. Colorless crystals; melting point 264° C. (from glacial acetic acid). Starting materials: CN1C2C(CC1)CN(C2)C2=CC=C(C=C2)N (4-(1-Methylhexahydropyrrolo[3,4-b]pyrrol-5-yl)phenylamine), C(=O)(N1C=NC=C1)N1C=NC=C1 (carbonyldiimidazole), ClC1=CC=C(C=C1)C1CCNCC1 (4-(4-chlorophenyl)piperidine). Product: CN1C2C(CC1)CN(C2)C2=CC=C(C=C2)NC(=O)N2CCC(CC2)C2=CC=C(C=C2)Cl (4-(4-Chlorophenyl)piperidine-1-carboxylic acid [4-(1-methylhexahydro-pyrrolo[3,4-b]pyrrol-5-yl)phenyl]amide). As a reaction SMILES: [CH3:1][N:2]1[CH2:6][CH2:5][CH:4]2[CH2:7][N:8]([C:10]3[CH:15]=[CH:14][C:13]([NH2:16])=[CH:12][CH:11]=3)[CH2:9][CH:3]12.[C:17]([N:24]1[CH:28]=[CH:27]N=[CH:25]1)(N1C=CN=C1)=[O:18].[Cl:29][C:30]1[CH:35]=[CH:34][C:33]([CH:36]2CCNC[CH2:37]2)=[CH:32][CH:31]=1>>[CH3:1][N:2]1[CH2:6][CH2:5][CH:4]2[CH2:7][N:8]([C:10]3[CH:15]=[CH:14][C:13]([NH:16][C:17]([N:24]4[CH2:25][CH2:37][CH:36]([C:33]5[CH:34]=[CH:35][C:30]([Cl:29])=[CH:31][CH:32]=5)[CH2:27][CH2:28]4)=[O:18])=[CH:12][CH:11]=3)[CH2:9][CH:3]12. Reported procedure: 4-(1-Methylhexahydropyrrolo[3,4-b]pyrrol-5-yl)phenylamine was reacted by method A initially with carbonyldiimidazole and then with 4-(4-chlorophenyl)piperidine. The product with the molecular weight of 439.01 (C25H31ClN4O); MS (ESI): 439 (M+H+) was obtained in this way. Reactants: Cc1nc2ccccc2n1C1CC2CCC(C1)N2CCC1(c2ccccc2)CCNCC1, CO, CCOC(C)=O, O=S(=O)(Cl)c1cccc(Cl)c1, ClCCl. The product is Cc1nc2ccccc2n1C1CC2CCC(C1)N2CCC1(c2ccccc2)CCN(S(=O)(=O)c2cccc(Cl)c2)CC1. RXN SMILES: [CH3:12][c:13]1[n:14][c:15]2[c:16]([n:17]1[CH:18]1[CH2:19][CH:20]3[CH2:21][CH2:22][CH:23]([CH2:24]1)[N:25]3[CH2:26][CH2:27][C:28]1([c:34]3[cH:35][cH:36][cH:37][cH:38][cH:39]3)[CH2:29][CH2:30][NH:31][CH2:32][CH2:33]1)[cH:40][cH:41][cH:42][cH:43]2.[CH3:44][OH:45].[CH3:49][CH2:50][O:51][C:52]([CH3:53])=[O:54].[Cl:1][c:2]1[cH:3][c:4]([S:8](=[O:9])(=[O:10])[Cl:11])[cH:5][cH:6][cH:7]1.[Cl:46][CH2:47][Cl:48]>>[Cl:1][c:2]1[cH:3][c:4]([S:8](=[O:9])(=[O:10])[N:31]2[CH2:30][CH2:29][C:28]([CH2:27][CH2:26][N:25]3[CH:20]4[CH2:19][CH:18]([n:17]5[c:13]([CH3:12])[n:14][c:15]6[c:16]5[cH:40][cH:41][cH:42][cH:43]6)[CH2:24][CH:23]3[CH2:22][CH2:21]4)([c:34]3[cH:35][cH:36][cH:37][cH:38][cH:39]3)[CH2:33][CH2:32]2)[cH:5][cH:6][cH:7]1. Reported procedure: 467 parts of anthranilic acid ethyl ester are heated with 1000 parts of isobutanol and 10 parts of potassium carbonate. The separated ethanol is distilled off over a column, this operation requiring about eight hours. After collecting an intermediate fraction being the mixture of both alcohols, the excess quantity of isobutanol is distilled off, the remaining residual quantity being removed in vacuo. The catalyst is filtered off. There are obtained 556 parts of anthranilic acid isobutyl ester (n... RXN SMILES: C([O:3][C:4](=O)[C:5]1[C:6](=[CH:8][CH:9]=[CH:10][CH:11]=1)[NH2:7])C.C(=O)([O-])[O-].[K+].[K+].[CH2:19]([OH:23])[CH:20]([CH3:22])[CH3:21]>>[CH2:19]([O:23][C:4](=[O:3])[C:5]1[C:6](=[CH:8][CH:9]=[CH:10][CH:11]=1)[NH2:7])[CH:20]([CH3:22])[CH3:21] |f:1.2.3|. Reaction conditions: time 8 hour. The product is 556, C(C(C)C)OC(C=1C(N)=CC=CC1)=O (anthranilic acid isobutyl ester). Reactants: C(C)OC(C=1C(N)=CC=CC1)=O (anthranilic acid ethyl ester), C([O-])([O-])=O.[K+].[K+] (potassium carbonate), C(C(C)C)O (isobutanol). Isolated yield 96.0%.